From a dataset of the Open Reaction Database (ORD), a public repository of structured organic reaction records. describe an organic reaction: reactants, conditions, products, and yield Reactants: CN1C(=NC=C1)C(=O)O (1-Methyl-1H-imidazole-2-carboxylic acid), CN1C(=NC=C1)C(=O)Cl (1-methyl-1H-imidazole-2-carboxylic acid chloride), acid chloride, NC1=CC=C(C=C1)N1C2=C(NC(CC1=O)=O)C1=CC=CC=C1C=C2 (5-(4-aminophenyl)-1H-naphtho[1,2-b][1,4]diazepine-2,4(3H,5H)-dione). Product: CN1C(=NC=C1)C(=O)NC1=CC=C(C=C1)N1C2=C(NC(CC1=O)=O)C1=CC=CC=C1C=C2 (5-[4-[(1-Methyl-1H-imidazole-2-carbonyl)amino]phenyl]-1H-naphtho[1,2-b][1,4]diazepine-2,4(3H,5H)-dione). Isolated yield 13.4%. RXN SMILES: [CH3:1][N:2]1[CH:6]=[CH:5][N:4]=[C:3]1[C:7]([OH:9])=O.[NH2:10][C:11]1[CH:16]=[CH:15][C:14]([N:17]2[C:23](=[O:24])[CH2:22][C:21](=[O:25])[NH:20][C:19]3[C:26]4[C:31]([CH:32]=[CH:33][C:18]2=3)=[CH:30][CH:29]=[CH:28][CH:27]=4)=[CH:13][CH:12]=1.CN1C=CN=C1C(Cl)=O>>[CH3:1][N:2]1[CH:6]=[CH:5][N:4]=[C:3]1[C:7]([NH:10][C:11]1[CH:16]=[CH:15][C:14]([N:17]2[C:23](=[O:24])[CH2:22][C:21](=[O:25])[NH:20][C:19]3[C:26]4[C:31]([CH:32]=[CH:33][C:18]2=3)=[CH:30][CH:29]=[CH:28][CH:27]=4)=[CH:13][CH:12]=1)=[O:9]. Reported procedure: 1-Methyl-1H-imidazole-2-carboxylic acid (40 mg, 0.317 mmol) was made into acid chloride in a conventional manner. By using 5-(4-aminophenyl)-1H-naphtho[1,2-b][1,4]diazepine-2,4(3H,5H)-dione (50 mg, 0.158 mmol) obtained in Example 1, (3), and 1-methyl-1H-imidazole-2-carboxylic acid chloride mentioned above, the title compound (9 mg, yield 13%) was obtained in the same manner as that of Example 1.